This data is from the Open Reaction Database (ORD), a public repository of structured organic reaction records. The task is: describe an organic reaction: reactants, conditions, products, and yield Procedure: 4-Acetonyl-7-amino-1-methylpyrimido {4,5-c}-pyridazine-3,5-(1H, 2H)-dione (0.054 g) was dissolved in boiling methyl cellosolve (1 l), and the solution was concentrated to 40 ml when precipitated solid was noticed to be present. The mixture was allowed to cool to room temperature and stand overnight. Yellowish-green solid was collected, washed with methyl cellosolve (10 ml) methanol (2 ml), and dried under vacuum at 75° C. to yield 0.018 g (35%) of product: nmr (CF3COOH) δ 3.03 (s, 3H), 4.26 (s, ... Run at time 8 hour. The yield is 39.7%. RXN SMILES: [CH2:1]([C:5]1[C:10](=[O:11])[NH:9][N:8]([CH3:12])[C:7]2=[N:13][C:14]([NH2:18])=[N:15][C:16](=[O:17])[C:6]=12)C(C)=O>COCCO>[NH2:18][C:14]1[NH:15][C:16](=[O:17])[C:6]2[CH:5]([CH3:1])[C:10](=[O:11])[NH:9][N:8]([CH3:12])[C:7]=2[N:13]=1. The reactants are C(C(=O)C)C1=C2C(N(NC1=O)C)=NC(=NC2=O)N (4-Acetonyl-7-amino-1-methylpyrimido {4,5-c}-pyridazine-3,5-(1H, 2H)-dione). The product is NC=1NC(C2=C(N(NC(C2C)=O)C)N1)=O (7-Amino-1,4-dimethylpyrimido {4,5-c}pyridazine-3,5-(1H, 6H)-dione). Solvent: COCCO (methyl cellosolve).